Dataset: the Open Reaction Database (ORD), a public repository of structured organic reaction records. Task: describe an organic reaction: reactants, conditions, products, and yield Reported procedure: 2,3,5,6,7,8-Hexahydro-1-methyl-3-oxo-7-(4-pyridyl)isoquinoline (0.4 g) obtained in Example 1 was dissolved in 6 ml of acetic acid, and a solution of 0.27 g of bromine and 1.3 ml of acetic acid was dropwise added at 45° C. After the reaction was completed, the reaction mixture was poured into water and an aqueous solution of sodium hydroxide was added to adjust the pH to 9-10. The deposit was filtered out and recrystallized from methanol. Thus, there was obtained 0.21 g of 4-bromo-2,3,5,6,7,8-hex... Product: BrC=1C(NC(=C2CC(CCC12)C1=CC=NC=C1)C)=O (4-bromo-2,3,5,6,7,8-hexahydro-1-methyl-3-oxo-7-(4-pyridyl)isoquinoline). RXN SMILES: [CH3:1][C:2]1[NH:3][C:4](=[O:18])[CH:5]=[C:6]2[C:11]=1[CH2:10][CH:9]([C:12]1[CH:17]=[CH:16][N:15]=[CH:14][CH:13]=1)[CH2:8][CH2:7]2.[Br:19]Br.O.[OH-].[Na+]>C(O)(=O)C>[Br:19][C:5]1[C:4](=[O:18])[NH:3][C:2]([CH3:1])=[C:11]2[C:6]=1[CH2:7][CH2:8][CH:9]([C:12]1[CH:17]=[CH:16][N:15]=[CH:14][CH:13]=1)[CH2:10]2 |f:3.4|. Starting materials: BrBr (bromine), [OH-].[Na+] (sodium hydroxide), CC=1NC(C=C2CCC(CC12)C1=CC=NC=C1)=O (2,3,5,6,7,8-hexahydro-1-methyl-3-oxo-7-(4-pyridyl)isoquinoline), O (water). The solvent is C(C)(=O)O (acetic acid), C(C)(=O)O (acetic acid). The yield is 39.5%. Reactants: C(C1=CC=CC=C1)OC(NC(CO)C1=CC(=CC=C1)OC)=O ([2-hydroxy-1-(3-methoxy-phenyl)ethyl]-carbamic acid benzyl ester), ClC1=CC=C(OC2=CC=C(C=C2)I)C=C1 (1-(4-chlorophenoxy)-4-iodobenzene), [O-]P(=O)([O-])[O-].[K+].[K+].[K+] (K3PO4), C1(C(CCCC1)N)N (1,2-cyclohexanediamine). The reagents and catalysts are [Cu]I (CuI). Solvent: CN(C)C=O (DMF). Conditions: temperature 110 celsius. Yields the product ClC1=CC=C(OC2=CC=C(C=C2)N2C(OCC2C2=CC(=CC=C2)OC)=O)C=C1 (3-[4-(4-chlorophenoxy)phenyl]-4-(3-methoxyphenyl)-oxazolidin-2-one). Isolated yield 76.8%. Reaction SMILES: C(O[C:9](=[O:22])[NH:10][CH:11]([C:14]1[CH:19]=[CH:18][CH:17]=[C:16]([O:20][CH3:21])[CH:15]=1)[CH2:12][OH:13])C1C=CC=CC=1.[Cl:23][C:24]1[CH:37]=[CH:36][C:27]([O:28][C:29]2[CH:34]=[CH:33][C:32](I)=[CH:31][CH:30]=2)=[CH:26][CH:25]=1.[O-]P([O-])([O-])=O.[K+].[K+].[K+].C1(N)CCCCC1N>[Cu]I.CN(C=O)C>[Cl:23][C:24]1[CH:37]=[CH:36][C:27]([O:28][C:29]2[CH:34]=[CH:33][C:32]([N:10]3[CH:11]([C:14]4[CH:19]=[CH:18][CH:17]=[C:16]([O:20][CH3:21])[CH:15]=4)[CH2:12][O:13][C:9]3=[O:22])=[CH:31][CH:30]=2)=[CH:26][CH:25]=1 |f:2.3.4.5|. Procedure details: To a dry round bottom flask is added [2-hydroxy-1-(3-methoxy-phenyl)ethyl]-carbamic acid benzyl ester (300 mg, 1 mmol), 1-(4-chlorophenoxy)-4-iodobenzene (330 mg, 1 mmol), K3PO4 (210 mg), 1,2-cyclohexanediamine (15 μL) and CuI (20 mg), and DMF (5 mL). The mixture is evacuated and back-filled with nitrogen three times. The reaction mixture is heated to 110° C. for 7 h. The reaction is then cooled to room temperature, diluted with EtOAc (50 mL), washed with 1N HCl, and brine, subsequently dried ov... The reactants are O=C(Cl)Cl, C1CC1, C1CCOC1, Nc1nc2[nH]nc(-c3ccc(O)cc3)c2s1. Product: O=C(Nc1nc2[nH]nc(-c3ccc(O)cc3)c2s1)C1CC1. As a reaction SMILES: [C:17](=[O:18])([Cl:19])[Cl:20].[CH2:21]1[CH2:22][CH2:23]1.[CH2:24]1[O:25][CH2:26][CH2:27][CH2:28]1.[OH:1][c:2]1[cH:3][cH:4][c:5](-[c:8]2[n:9][nH:10][c:11]3[n:12][c:13]([NH2:16])[s:14][c:15]23)[cH:6][cH:7]1>>[OH:1][c:2]1[cH:3][cH:4][c:5](-[c:8]2[n:9][nH:10][c:11]3[n:12][c:13]([NH:16][C:17](=[O:18])[CH:21]4[CH2:22][CH2:23]4)[s:14][c:15]23)[cH:6][cH:7]1.